Dataset: the Open Reaction Database (ORD), a public repository of structured organic reaction records. Task: describe an organic reaction: reactants, conditions, products, and yield The reactants are O (Water), N1C=NC=C1 (Imidazole), BrCCCCCl (1-bromo-4-chlorobutane), [OH-].[Na+] (sodium hydroxide). Reagents/catalysts: [I-].C(CCC)[N+](CCCC)(CCCC)CCCC (tetrabutylammonium iodide). Solvent: CC(=O)C (acetone). Run at temperature 50 celsius, time 18 hour. Product: ClCCCCN1C=NC=C1 (1-(4-chlorobutyl)-1H-imidazole). RXN SMILES: [NH:1]1[CH:5]=[CH:4][N:3]=[CH:2]1.Br[CH2:7][CH2:8][CH2:9][CH2:10][Cl:11].[OH-].[Na+].O>[I-].C([N+](CCCC)(CCCC)CCCC)CCC.CC(C)=O>[Cl:11][CH2:10][CH2:9][CH2:8][CH2:7][N:1]1[CH:5]=[CH:4][N:3]=[CH:2]1 |f:2.3,5.6|. Procedure details: Imidazole (680 mg), 1-bromo-4-chlorobutane (0.93 ml), tetrabutylammonium iodide (10 mg), and a 3 M aqueous sodium hydroxide solution (1 ml) were dissolved in acetone (10 ml), and the solution was stirred at 50° C. for 18 hr. Water was added to the reaction mixture, and the mixture was extracted with chloroform. The organic layer was dried over anhydrous sodium sulfate, and the solvent was removed by distillation under the reduced pressure. The residue was purified by chromatography by developmen... Reactants: [N+](=O)([O-])C=1C=C(C=CC1)C1=NN2C(C=CC=C2)=C1C1=NC(=NC=C1)NC1=CC=CC=C1 (4-[2-(3-nitrophenyl)pyrazolo[1,5-a]pyridin-3-yl]-N-phenyl-2-pyrimidinamine), [S-2].[Na+].[Na+] (sodium sulfide). Run in O1CCOCC1 (1,4-dioxane), O (water). Run at temperature 90 celsius. Yields the product NC=1C=C(C=CC1)C1=NN2C(C=CC=C2)=C1C1=NC(=NC=C1)NC1=CC=CC=C1 (4-[2-(3-Aminophenyl)pyrazolo[1,5-a]pyridin-3-yl]-N-phenyl-2-pyrimidinamine). Isolated yield 61.7%. As a reaction SMILES: [N+:1]([C:4]1[CH:5]=[C:6]([C:10]2[C:18]([C:19]3[CH:24]=[CH:23][N:22]=[C:21]([NH:25][C:26]4[CH:31]=[CH:30][CH:29]=[CH:28][CH:27]=4)[N:20]=3)=[C:13]3[CH:14]=[CH:15][CH:16]=[CH:17][N:12]3[N:11]=2)[CH:7]=[CH:8][CH:9]=1)([O-])=O.[S-2].[Na+].[Na+]>O1CCOCC1.O>[NH2:1][C:4]1[CH:5]=[C:6]([C:10]2[C:18]([C:19]3[CH:24]=[CH:23][N:22]=[C:21]([NH:25][C:26]4[CH:31]=[CH:30][CH:29]=[CH:28][CH:27]=4)[N:20]=3)=[C:13]3[CH:14]=[CH:15][CH:16]=[CH:17][N:12]3[N:11]=2)[CH:7]=[CH:8][CH:9]=1 |f:1.2.3|. Reported procedure: To a solution of 4-[2-(3-nitrophenyl)pyrazolo[1,5-a]pyridin-3-yl]-N-phenyl-2-pyrimidinamine (809 mg, 1.98 mmol) in 1,4-dioxane (16 mL) was added sodium sulfide nonhydrate (1.05 g, 6 mmol) in water (4 mL). The mixture was heated at 90° C. for 5 h, allowed to cool to rt and concentrated in vacuo. The residue was diluted with EtOAc and water. The organic layer was separated and the aqueous layer is extracted with EtOAc. The combined organic layers were dried over MgSO4, filtered and concentrated to... Reactants: ClCC(=O)NC[C@@H]1CN(CCO[C@H]1C1=CC(=C(C=C1)Cl)F)C(=O)OC(C)(C)C (tert-butyl (6R,7R)-6-{[(chloroacetyl)amino]methyl}-7-(4-chloro-3-fluorophenyl)-1,4-oxazepane-4-carboxylate), Cl.FC1(CCNCC1)F (4,4-difluoropiperidine monohydrochloride), [I-].[K+] (potassium iodide), C([O-])([O-])=O.[K+].[K+] (potassium carbonate). Solvent: C1CCOC1 (THF). Reaction conditions: temperature 60 celsius, time 8 hour. Yields the product ClC1=C(C=C(C=C1)[C@H]1[C@@H](CN(CCO1)C(=O)OC(C)(C)C)CNC(CN1CCC(CC1)(F)F)=O)F (tert-butyl (6R,7R)-7-(4-chloro-3-fluorophenyl)-6-({[(4,4-difluoropiperidin-1-yl)acetyl]amino}methyl)-1,4-oxazepane-4-carboxylate). The yield is 85.6%. RXN SMILES: Cl[CH2:2][C:3]([NH:5][CH2:6][C@H:7]1[C@H:13]([C:14]2[CH:19]=[CH:18][C:17]([Cl:20])=[C:16]([F:21])[CH:15]=2)[O:12][CH2:11][CH2:10][N:9]([C:22]([O:24][C:25]([CH3:28])([CH3:27])[CH3:26])=[O:23])[CH2:8]1)=[O:4].Cl.[F:30][C:31]1([F:37])[CH2:36][CH2:35][NH:34][CH2:33][CH2:32]1.[I-].[K+].C(=O)([O-])[O-].[K+].[K+]>C1COCC1>[Cl:20][C:17]1[CH:18]=[CH:19][C:14]([C@@H:13]2[O:12][CH2:11][CH2:10][N:9]([C:22]([O:24][C:25]([CH3:26])([CH3:27])[CH3:28])=[O:23])[CH2:8][C@H:7]2[CH2:6][NH:5][C:3](=[O:4])[CH2:2][N:34]2[CH2:35][CH2:36][C:31]([F:37])([F:30])[CH2:32][CH2:33]2)=[CH:15][C:16]=1[F:21] |f:1.2,3.4,5.6.7|. Procedure details: To a solution of tert-butyl (6R,7R)-6-{[(chloroacetyl)amino]methyl}-7-(4-chloro-3-fluorophenyl)-1,4-oxazepane-4-carboxylate (130 mg), 4,4-difluoropiperidine monohydrochloride (94 mg) and potassium iodide (9.91 mg) in THF (3.0 mL) was added potassium carbonate (248 mg), and the mixture was stirred at 60° C. overnight. To the reaction mixture was added distilled water, and the mixture was extracted with ethyl acetate. The extract was washed with distilled water and brine, and dried over anhydrous ...